Dataset: the Open Reaction Database (ORD), a public repository of structured organic reaction records. Task: describe an organic reaction: reactants, conditions, products, and yield Starting materials: N12C[C@@H](C(CC1)CC2)OC(=O)N2C=NC=C2 (imidazole-1-carboxylic acid (R)-1-aza-bicyclo[2.2.2]oct-3-yl ester), C1(=CC=CC=C1)C(O)C1=C(C=CC=C1)C (phenyl-o-tolyl-methanol). Product: C1(=CC=CC=C1)C(C1=C(C=CC=C1)C)OC(O[C@H]1CN2CCC1CC2)=O (Carbonic acid (R)-(1-aza-bicyclo[2.2.2]oct-3-yl) ester phenyl-o-tolyl-methyl ester). As a reaction SMILES: [N:1]12[CH2:8][CH2:7][CH:4]([CH2:5][CH2:6]1)[C@@H:3]([O:9][C:10](N1C=CN=C1)=[O:11])[CH2:2]2.[C:17]1([CH:23]([C:25]2[CH:30]=[CH:29][CH:28]=[CH:27][C:26]=2[CH3:31])[OH:24])[CH:22]=[CH:21][CH:20]=[CH:19][CH:18]=1>>[C:17]1([CH:23]([O:24][C:10](=[O:11])[O:9][C@@H:3]2[CH:4]3[CH2:5][CH2:6][N:1]([CH2:8][CH2:7]3)[CH2:2]2)[C:25]2[CH:30]=[CH:29][CH:28]=[CH:27][C:26]=2[CH3:31])[CH:18]=[CH:19][CH:20]=[CH:21][CH:22]=1. Procedure: The desired product was prepared by reacting imidazole-1-carboxylic acid (R)-1-aza-bicyclo[2.2.2]oct-3-yl ester with phenyl-o-tolyl-methanol. Product: BrC=1C=C2C(=NC=NC2=CC1OC)Cl (6-bromo-4-chloro-7-methoxyquinazoline). Procedure: 6-bromo-7-methoxyquinazolin-4(3H)-one (53 mg, 0.21 mmol) was taken into thionyl chloride (1.5 mL) followed by addition of catalytic DMF. The mixture was heated to 80° C. for 2 h then concentrated. The residue was partitioned with ethyl acetate and saturated aqueous sodium bicarbonate. The organic phase was washed with brine then dried over anhydrous sodium sulfate, filtered and concentrated to give 6-bromo-4-chloro-7-methoxyquinazoline (36 mg, 62% yield) as a brown solid. MS (EI) for C9H6BrClN2O... RXN SMILES: [Br:1][C:2]1[CH:3]=[C:4]2[C:9](=[CH:10][C:11]=1[O:12][CH3:13])[N:8]=[CH:7][NH:6][C:5]2=O.S(Cl)([Cl:17])=O>CN(C=O)C>[Br:1][C:2]1[CH:3]=[C:4]2[C:9](=[CH:10][C:11]=1[O:12][CH3:13])[N:8]=[CH:7][N:6]=[C:5]2[Cl:17]. Run at temperature 80 celsius. Run in CN(C)C=O (DMF). Yield: 62.0%. Reactants: BrC=1C=C2C(NC=NC2=CC1OC)=O (6-bromo-7-methoxyquinazolin-4(3H)-one), S(=O)(Cl)Cl (thionyl chloride). Starting materials: C(C1=CC=CC=C1)N(C)CCC=1C(=C(SC1C1=CC=C(C=C1)NC(=O)NOC)N(C(=O)OCC)CC1=C(C=CC=C1F)F)C(=O)O (4-(N-benzyl-N-methylaminoethyl)-2-(N-(2,6-difluorobenzyl)-N-ethoxycarbonylamino)-5-(4-(3-methoxyureido)phenyl)thiophene-3-carboxylic acid), NC1=NC=C(C=C1)F (2-amino-5-fluoropyridine). The product is C(C1=CC=CC=C1)N(C)CC1=C(SC=2N(C(N(C(C21)=O)C2=NC=C(C=C2)F)=O)CC2=C(C=CC=C2F)F)C2=CC=C(C=C2)NC(=O)NOC (N-(4-(5-((benzyl(methyl)amino)methyl)-1-(2,6-difluorobenzyl)-3-(5-fluoropyridin-2-yl)-2,4-dioxo-1,2,3,4-tetrahydrothieno[2,3-d]pyrimidin-6-yl)phenyl)-N′-methoxyurea). The yield is 63.1%. Reaction SMILES: C(N(C[CH2:11][C:12]1[C:13]([C:44](O)=[O:45])=[C:14]([N:29]([CH2:35][C:36]2[C:41]([F:42])=[CH:40][CH:39]=[CH:38][C:37]=2[F:43])[C:30](OCC)=[O:31])[S:15][C:16]=1[C:17]1[CH:22]=[CH:21][C:20]([NH:23][C:24]([NH:26][O:27][CH3:28])=[O:25])=[CH:19][CH:18]=1)C)C1C=CC=CC=1.[NH2:47][C:48]1[CH:53]=[CH:52][C:51]([F:54])=[CH:50][N:49]=1>>[CH2:35]([N:29]([CH2:11][C:12]1[C:13]2[C:44](=[O:45])[N:47]([C:48]3[CH:53]=[CH:52][C:51]([F:54])=[CH:50][N:49]=3)[C:30](=[O:31])[N:29]([CH2:35][C:36]3[C:37]([F:43])=[CH:38][CH:39]=[CH:40][C:41]=3[F:42])[C:14]=2[S:15][C:16]=1[C:17]1[CH:22]=[CH:21][C:20]([NH:23][C:24]([NH:26][O:27][CH3:28])=[O:25])=[CH:19][CH:18]=1)[CH3:14])[C:36]1[CH:41]=[CH:40][CH:39]=[CH:38][CH:37]=1. Procedure details: The similar reaction as described in Example 5 by using 4-(N-benzyl-N-methylaminoethyl)-2-(N-(2,6-difluorobenzyl)-N-ethoxycarbonylamino)-5-(4-(3-methoxyureido)phenyl)thiophene-3-carboxylic acid (10.0 g, 15.65 mmol) and 2-amino-5-fluoropyridine (3.51 g, 31.30 mmol) gave N-(4-(5-((benzyl(methyl)amino)methyl)-1-(2,6-difluorobenzyl)-3-(5-fluoropyridin-2-yl)-2,4-dioxo-1,2,3,4-tetrahydrothieno[2,3-d]pyrimidin-6-yl)phenyl)-N′-methoxyurea (3.39 g, 32%) as white solids. The similar reaction as described ... Reactants: CO, Cl, CC(C)C1(C(=O)N2CCC(O)(c3ccccc3)CC2)CCC(NC(=O)OC(C)(C)C)C1. Yields the product CC(C)C1(C(=O)N2CCC(O)(c3ccccc3)CC2)CCC(N)C1. Reaction SMILES: [CH3:32][OH:33].[ClH:34].[OH:1][C:2]1([c:26]2[cH:27][cH:28][cH:29][cH:30][cH:31]2)[CH2:3][CH2:4][N:5]([C:8](=[O:9])[C:10]2([CH:23]([CH3:24])[CH3:25])[CH2:11][CH:12]([NH:15][C:16](=[O:17])[O:18][C:19]([CH3:20])([CH3:21])[CH3:22])[CH2:13][CH2:14]2)[CH2:6][CH2:7]1>>[OH:1][C:2]1([c:26]2[cH:27][cH:28][cH:29][cH:30][cH:31]2)[CH2:3][CH2:4][N:5]([C:8](=[O:9])[C:10]2([CH:23]([CH3:24])[CH3:25])[CH2:11][CH:12]([NH2:15])[CH2:13][CH2:14]2)[CH2:6][CH2:7]1. The reactants are COC(=O)N[C@H](C(=O)N1[C@@H](CC(C1)=O)C(=O)OCC1=CC=CC=C1)C(C)C ((S)-benzyl 1-((S)-2-(methoxycarbonylamino)-3-methylbutanoyl)-4-oxopyrrolidine-2-carboxylate), Cl.O=C1C[C@H](NC1)C(=O)OCC1=CC=CC=C1 ((S)-benzyl 4-oxopyrrolidine-2-carboxylate hydrochloride), COC(=O)N[C@H](C(=O)O)C(C)C ((S)-2-(methoxycarbonylamino)-3-methylbutanoic acid), Cl.Cl.Cl.Cl.C(C)N([C@@H](C(=O)N1[C@@H](CCC1)C=1NC(=CN1)C1=CC=C(C=C1)C1=CC2=CC=C(C=C2C=C1)C1=CN=C(N1)[C@H]1NCCC1)C1=CC=CC=C1)CC ((R)-2-(diethylamino)-2-phenyl-1-((S)-2-(5-(4-(6-(2-((S)-pyrrolidin-2-yl)-1H-imidazol-5-yl)naphthalen-2-yl)phenyl)-1H-imidazol-2-yl)pyrrolidin-1-yl)ethanone 4HCl salt), COC(=O)N[C@H](C(=O)O)C1CCOCC1 ((S)-2-(methoxycarbonylamino)-2-(tetrahydro-2H-pyran-4-yl)acetic acid). Product: C(C)N([C@@H](C(=O)N1[C@@H](CCC1)C=1NC(=CN1)C1=CC=C(C=C1)C=1C=C2C=CC(=CC2=CC1)C1=CN=C(N1)[C@H]1N(CCC1)C([C@H](C1CCOCC1)NC(OC)=O)=O)C1=CC=CC=C1)CC (Methyl (S)-2-((S)-2-(5-(6-(4-(2-((S)-1-((R)-2-(diethylamino)-2-phenylacetyl)pyrrolidin-2-yl)-1H-imidazol-5-yl)phenyl)naphthalen-2-yl)-1H-imidazol-2-yl)pyrrolidin-1-yl)-2-oxo-1-(tetrahydro-2H-pyran-4-yl)ethylcarbamate). Reaction SMILES: COC(N[C@@H](C(C)C)C(N1CC(=O)C[C@H]1C(OCC1C=CC=CC=1)=O)=O)=O.Cl.Cl.Cl.Cl.[CH2:32]([N:34]([CH2:80][CH3:81])[C@H:35]([C:74]1[CH:79]=[CH:78][CH:77]=[CH:76][CH:75]=1)[C:36]([N:38]1[CH2:42][CH2:41][CH2:40][C@H:39]1[C:43]1[NH:44][C:45]([C:48]2[CH:53]=[CH:52][C:51]([C:54]3[CH:63]=[CH:62][C:61]4[C:56](=[CH:57][CH:58]=[C:59]([C:64]5[NH:68][C:67]([C@@H:69]6[CH2:73][CH2:72][CH2:71][NH:70]6)=[N:66][CH:65]=5)[CH:60]=4)[CH:55]=3)=[CH:50][CH:49]=2)=[CH:46][N:47]=1)=[O:37])[CH3:33].[CH3:82][O:83][C:84]([NH:86][C@@H:87]([CH:91]1[CH2:96][CH2:95][O:94][CH2:93][CH2:92]1)[C:88](O)=[O:89])=[O:85].Cl.O=C1CN[C@H](C(OCC2C=CC=CC=2)=O)C1.COC(N[C@@H](C(C)C)C(O)=O)=O>>[CH2:80]([N:34]([CH2:32][CH3:33])[C@H:35]([C:74]1[CH:75]=[CH:76][CH:77]=[CH:78][CH:79]=1)[C:36]([N:38]1[CH2:42][CH2:41][CH2:40][C@H:39]1[C:43]1[NH:44][C:45]([C:48]2[CH:49]=[CH:50][C:51]([C:54]3[CH:55]=[C:56]4[C:61](=[CH:62][CH:63]=3)[CH:60]=[C:59]([C:64]3[NH:68][C:67]([C@@H:69]5[CH2:73][CH2:72][CH2:71][N:70]5[C:88](=[O:89])[C@@H:87]([NH:86][C:84](=[O:85])[O:83][CH3:82])[CH:91]5[CH2:96][CH2:95][O:94][CH2:93][CH2:92]5)=[N:66][CH:65]=3)[CH:58]=[CH:57]4)=[CH:52][CH:53]=2)=[CH:46][N:47]=1)=[O:37])[CH3:81] |f:1.2.3.4.5,7.8|. Procedure details: The title compound was prepared according to the method employed to prepare (S)-benzyl 1-((S)-2-(methoxycarbonylamino)-3-methylbutanoyl)-4-oxopyrrolidine-2-carboxylate, except that (R)-2-(diethylamino)-2-phenyl-1-((S)-2-(5-(4-(6-(2-((S)-pyrrolidin-2-yl)-1H-imidazol-5-yl)naphthalen-2-yl)phenyl)-1H-imidazol-2-yl)pyrrolidin-1-yl)ethanone 4HCl salt and (S)-2-(methoxycarbonylamino)-2-(tetrahydro-2H-pyran-4-yl)acetic acid were used instead of (S)-benzyl 4-oxopyrrolidine-2-carboxylate hydrochloride and... The reactants are C#CCN, Cc1csc2c(Cl)nc(Cl)nc12, CN(C)C=O, O. Product: C#CCNc1nc(Cl)nc2c(C)csc12. RXN SMILES: [CH2:13]([C:14]#[CH:15])[NH2:16].[Cl:1][c:2]1[n:3][c:4]([Cl:12])[c:5]2[c:6]([n:7]1)[c:8]([CH3:11])[cH:9][s:10]2.[O:18]=[CH:19][N:20]([CH3:21])[CH3:22].[OH2:17]>>[Cl:1][c:2]1[n:3][c:4]([NH:16][CH2:13][C:14]#[CH:15])[c:5]2[c:6]([n:7]1)[c:8]([CH3:11])[cH:9][s:10]2. Starting materials: CCOCCn1c(C2CCNCC2)nc2ccccc21, CO, CC1(C)COC(C(C)(C)c2ccc(CCCl)cc2)=N1, [Na+], [Na+], O=C([O-])[O-]. Yields the product CCOCCn1c(C2CCN(CCc3ccc(C(C)(C)C4=NC(C)(C)CO4)cc3)CC2)nc2ccccc21. As a reaction SMILES: [CH2:26]([CH3:27])[O:28][CH2:29][CH2:30][n:31]1[c:32]([CH:40]2[CH2:41][CH2:42][NH:43][CH2:44][CH2:45]2)[n:33][c:34]2[c:35]1[cH:36][cH:37][cH:38][cH:39]2.[CH3:46][OH:47].[Cl:1][CH2:2][CH2:3][c:4]1[cH:5][cH:6][c:7]([C:10]([CH3:11])([CH3:12])[C:13]2=[N:17][C:16]([CH3:18])([CH3:19])[CH2:15][O:14]2)[cH:8][cH:9]1.[Na+:20].[Na+:21].[O-:22][C:23](=[O:24])[O-:25]>>[CH2:2]([CH2:3][c:4]1[cH:5][cH:6][c:7]([C:10]([CH3:11])([CH3:12])[C:13]2=[N:17][C:16]([CH3:18])([CH3:19])[CH2:15][O:14]2)[cH:8][cH:9]1)[N:43]1[CH2:42][CH2:41][CH:40]([c:32]2[n:31]([CH2:30][CH2:29][O:28][CH2:26][CH3:27])[c:35]3[c:34]([n:33]2)[cH:39][cH:38][cH:37][cH:36]3)[CH2:45][CH2:44]1. Starting materials: Cl, O=C(NC1CN2CCC1CC2)c1cc2cc(Br)ccc2s1, [Na+], [Na+], O=C([O-])[O-], CN(C)C=O, OB(O)c1ccccc1. Yields the product Cl, O=C(NC1CN2CCC1CC2)c1cc2cc(-c3ccccc3)ccc2s1. RXN SMILES: [ClH:7].[N:8]12[CH2:9][CH:10]([NH:16][C:17](=[O:18])[c:19]3[s:20][c:21]4[c:22]([cH:23]3)[cH:24][c:25]([Br:28])[cH:26][cH:27]4)[CH:11]([CH2:12][CH2:13]1)[CH2:14][CH2:15]2.[Na+:1].[Na+:2].[O-:3][C:4](=[O:5])[O-:6].[O:38]=[CH:39][N:40]([CH3:41])[CH3:42].[OH:29][B:30]([OH:31])[c:32]1[cH:33][cH:34][cH:35][cH:36][cH:37]1>>[ClH:7].[N:8]12[CH2:9][CH:10]([NH:16][C:17](=[O:18])[c:19]3[s:20][c:21]4[c:22]([cH:23]3)[cH:24][c:25](-[c:32]3[cH:33][cH:34][cH:35][cH:36][cH:37]3)[cH:26][cH:27]4)[CH:11]([CH2:12][CH2:13]1)[CH2:14][CH2:15]2. Reactants: C(C)OC(=O)C=1SC(=CC1N(C(=O)[C@@H]1CC[C@H](CC1)C)[C@@H]1CC[C@H](CC1)OCC)Br (5-bromo-3-[(trans-4-ethoxy-cyclohexyl)-(trans-4-methyl-cyclohexanecarbonyl)-amino]-thiophene-2-carboxylic acid ethyl ester), [OH-].[Li+] (lithium hydroxide). Product: C1(=CCCCC1)C1=CC(=C(S1)C(=O)O)N(C(=O)[C@@H]1CC[C@H](CC1)C)[C@@H]1CC[C@H](CC1)OCC (5-cyclohex-1-enyl-3-[(trans-4-ethoxy-cyclohexyl)-(trans-4-methyl-cyclohexanecarbonyl)-amino]-thiophene-2-carboxylic acid). Yield: 113.0%. As a reaction SMILES: C([O:3][C:4]([C:6]1[S:7][C:8](Br)=[CH:9][C:10]=1[N:11]([C@H:21]1[CH2:26][CH2:25][C@H:24]([O:27][CH2:28][CH3:29])[CH2:23][CH2:22]1)[C:12]([C@H:14]1[CH2:19][CH2:18][C@H:17]([CH3:20])[CH2:16][CH2:15]1)=[O:13])=[O:5])C.[OH-].[Li+]>>[C:14]1([C:8]2[S:7][C:6]([C:4]([OH:3])=[O:5])=[C:10]([N:11]([C@H:21]3[CH2:22][CH2:23][C@H:24]([O:27][CH2:28][CH3:29])[CH2:25][CH2:26]3)[C:12]([C@H:14]3[CH2:15][CH2:16][C@H:17]([CH3:20])[CH2:18][CH2:19]3)=[O:13])[CH:9]=2)[CH2:19][CH2:18][CH2:17][CH2:16][CH:15]=1 |f:1.2|. Procedure: The ester from Step II (173 mg, 0.34 mmol) was hydrolysed by lithium hydroxide as previously described (example 3, step VIII) to give 91 mg of 5-cyclohex-1-enyl-3-[(trans-4-ethoxy-cyclohexyl)-(trans-4-methyl-cyclohexanecarbonyl)-amino]-thiophene-2-carboxylic acid. Starting materials: CCOC(=O)c1cc(Br)cc(C(=O)OCC)c1, O=C([O-])[O-], [Na+], [Na+], OB(O)c1ccccc1. The product is CCOC(=O)c1cc(C(=O)OCC)cc(-c2ccccc2)c1. Reaction SMILES: [Br:7][c:8]1[cH:9][c:10]([C:19](=[O:20])[O:21][CH2:22][CH3:23])[cH:11][c:12]([C:13](=[O:14])[O:15][CH2:16][CH3:17])[cH:18]1.[C:1](=[O:2])([O-:3])[O-:4].[Na+:5].[Na+:6].[c:24]1([B:30]([OH:31])[OH:32])[cH:25][cH:26][cH:27][cH:28][cH:29]1>>[c:8]1(-[c:24]2[cH:25][cH:26][cH:27][cH:28][cH:29]2)[cH:9][c:10]([C:19](=[O:20])[O:21][CH2:22][CH3:23])[cH:11][c:12]([C:13](=[O:14])[O:15][CH2:16][CH3:17])[cH:18]1.